From a dataset of the Open Reaction Database (ORD), a public repository of structured organic reaction records. describe an organic reaction: reactants, conditions, products, and yield Starting materials: CO, CC(C=O)=CCC(C)CC(C)(C)C, [H][H]. Yields the product CC(C=O)CCC(C)CC(C)(C)C. As a reaction SMILES: [CH3:16][OH:17].[CH3:1][C:2]([CH:3]=[O:4])=[CH:5][CH2:6][CH:7]([CH2:8][C:9]([CH3:10])([CH3:11])[CH3:12])[CH3:13].[H:14][H:15]>>[CH3:1][CH:2]([CH:3]=[O:4])[CH2:5][CH2:6][CH:7]([CH2:8][C:9]([CH3:10])([CH3:11])[CH3:12])[CH3:13]. Reactants: NC=1SC=C(C1C#N)C(C)(C)C (2-amino-3-cyano-4-(1,1-dimethylethyl)thiophene), CC(C(=O)Cl)CCCl (2-methyl-4-chlorobutyryl chloride). Run in C1=CC=CC=C1 (benzene). Yields the product ClCCC(C(=O)NC=1SC=C(C1C#N)C(C)(C)C)C (4-chloro-N-[3-cyano-4-(1,1-dimethylethyl)-2-thienyl]-2-methylbutanamide). The yield is 56.6%. RXN SMILES: [NH2:1][C:2]1[S:3][CH:4]=[C:5]([C:9]([CH3:12])([CH3:11])[CH3:10])[C:6]=1[C:7]#[N:8].[CH3:13][CH:14]([CH2:18][CH2:19][Cl:20])[C:15](Cl)=[O:16]>C1C=CC=CC=1>[Cl:20][CH2:19][CH2:18][CH:14]([CH3:13])[C:15]([NH:1][C:2]1[S:3][CH:4]=[C:5]([C:9]([CH3:12])([CH3:11])[CH3:10])[C:6]=1[C:7]#[N:8])=[O:16]. Reported procedure: A mixture of 4.0 g of 2-amino-3-cyano-4-(1,1-dimethylethyl)thiophene and 4.0 g of 2-methyl-4-chlorobutyryl chloride dissolved with 100 ml benzene was refluxed for about 72 hours. The solvent was evaporated under reduced pressure and the residue was chromatographed while eluting with a 90/10 mixture of Skellysolve B/ethyl acetate. Fractions containing the major component were combined and the solvent was evaporated therefrom to afford 3.75 g of 4-chloro-N-[3-cyano-4-(1,1-dimethylethyl)-2-thienyl]... Reactants: CC(C)(C)[Si](C)(C)Cl, CCOC(C)=O, COc1ccc(COc2ccc(C(=O)NNC(=O)C(Nc3ccc(C#N)c(Cl)c3C)C(C)O)cc2)cc1, CN(C)C=O, O, c1c[nH]cn1. Yields the product COc1ccc(COc2ccc(C(=O)NNC(=O)C(Nc3ccc(C#N)c(Cl)c3C)C(C)O[Si](C)(C)C(C)(C)C)cc2)cc1. Reaction SMILES: [C:48]([CH3:49])([CH3:50])([CH3:51])[Si:52]([CH3:53])([CH3:54])[Cl:55].[CH3:56][CH2:57][O:58][C:59]([CH3:60])=[O:61].[Cl:1][c:2]1[c:3]([CH3:37])[c:4]([NH:10][CH:11]([C:12](=[O:13])[NH:14][NH:15][C:16]([c:17]2[cH:18][cH:19][c:20]([O:23][CH2:24][c:25]3[cH:26][cH:27][c:28]([O:31][CH3:32])[cH:29][cH:30]3)[cH:21][cH:22]2)=[O:33])[CH:34]([CH3:35])[OH:36])[cH:5][cH:6][c:7]1[C:8]#[N:9].[O:38]=[CH:39][N:40]([CH3:41])[CH3:42].[OH2:62].[nH:43]1[cH:44][cH:45][n:46][cH:47]1>>[Cl:1][c:2]1[c:3]([CH3:37])[c:4]([NH:10][CH:11]([C:12](=[O:13])[NH:14][NH:15][C:16]([c:17]2[cH:18][cH:19][c:20]([O:23][CH2:24][c:25]3[cH:26][cH:27][c:28]([O:31][CH3:32])[cH:29][cH:30]3)[cH:21][cH:22]2)=[O:33])[CH:34]([CH3:35])[O:36][Si:52]([C:48]([CH3:49])([CH3:50])[CH3:51])([CH3:53])[CH3:54])[cH:5][cH:6][c:7]1[C:8]#[N:9]. Starting materials: O (water), [H-].[Al+3].[Li+].[H-].[H-].[H-] (lithium aluminium hydride), [Si](C)(C)(C(C)(C)C)OCCCCCCC#N (1-t-Butyldimethylsilyloxy-6-cyano-hexane). Run in CCOCC (ether), CCOCC (ether). Conditions: time 2 hour. Yields the product NCCCCCCCO[Si](C)(C)C(C)(C)C (7-Amino-1-t-butyldimethylsilyloxy-heptane). RXN SMILES: [H-].[Al+3].[Li+].[H-].[H-].[H-].[Si:7]([O:14][CH2:15][CH2:16][CH2:17][CH2:18][CH2:19][CH2:20][C:21]#[N:22])([C:10]([CH3:13])([CH3:12])[CH3:11])([CH3:9])[CH3:8].O>CCOCC>[NH2:22][CH2:21][CH2:20][CH2:19][CH2:18][CH2:17][CH2:16][CH2:15][O:14][Si:7]([C:10]([CH3:13])([CH3:12])[CH3:11])([CH3:9])[CH3:8] |f:0.1.2.3.4.5|. Procedure details: To a solution of lithium aluminium hydride (600 mg, Aldrich) in ether (50 mL) was added dropwise the product (3.8 g) from Example 4 in ether (50 mL). After 1-3 h, the mixture was poured into water and stirred for 30 min. The insoluble aluminum hydroxide was filtered through a celite pad, and the aqueous layer was extracted with ether three times. The ether extracts were washed with brine solution, dried and concentrated. The crude product was distilled at 0.25 Torr and 82° C. High resolution mas... Starting materials: [Al+3], [Cl-], [Cl-], [Cl-], CC(Cl)C(=O)Cl, ClCCCl, c1ccc(Nc2nc3ccccc3s2)cc1. The product is CC(Cl)C(=O)c1ccc(Nc2nc3ccccc3s2)cc1. RXN SMILES: [Al+3:2].[Cl-:1].[Cl-:3].[Cl-:4].[Cl:21][C:22]([CH:23]([CH3:24])[Cl:25])=[O:26].[Cl:27][CH2:28][CH2:29][Cl:30].[c:5]1([NH:11][c:12]2[s:13][c:14]3[c:15]([n:16]2)[cH:17][cH:18][cH:19][cH:20]3)[cH:6][cH:7][cH:8][cH:9][cH:10]1>>[c:5]1([NH:11][c:12]2[s:13][c:14]3[c:15]([n:16]2)[cH:17][cH:18][cH:19][cH:20]3)[cH:6][cH:7][c:8]([C:22]([CH:23]([CH3:24])[Cl:25])=[O:26])[cH:9][cH:10]1. Starting materials: C(CCC)C1=NC2=CC=C(C=C2C(N1CC1=CC=C(C=C1)C=1C(=NC=CC1)C#N)=O)C (2-Butyl-6-methyl-3-[[4-(2-cyanopyridin-3-yl)phenyl]methyl]quinazolin-4(3H)-one), C[Sn](C)(C)N=[N+]=[N-] (trimethylstannylazide). Solvent: C1(=CC=CC=C1)C (toluene). Product: C(CCC)C1=NC2=CC=C(C=C2C(N1CC1=CC=C(C=C1)C=1C(=NC=CC1)C1=NN=NN1)=O)C (2-Butyl-6-methyl-3-[[4-[2-(1H-tetrazol-5-yl)-3-pyridinyl]phenyl]methyl]quinazolin-4(3H)-one). As a reaction SMILES: [CH2:1]([C:5]1[N:14]([CH2:15][C:16]2[CH:21]=[CH:20][C:19]([C:22]3[C:23]([C:28]#[N:29])=[N:24][CH:25]=[CH:26][CH:27]=3)=[CH:18][CH:17]=2)[C:13](=[O:30])[C:12]2[C:7](=[CH:8][CH:9]=[C:10]([CH3:31])[CH:11]=2)[N:6]=1)[CH2:2][CH2:3][CH3:4].C[Sn]([N:36]=[N+:37]=[N-:38])(C)C>C1(C)C=CC=CC=1>[CH2:1]([C:5]1[N:14]([CH2:15][C:16]2[CH:21]=[CH:20][C:19]([C:22]3[C:23]([C:28]4[NH:38][N:37]=[N:36][N:29]=4)=[N:24][CH:25]=[CH:26][CH:27]=3)=[CH:18][CH:17]=2)[C:13](=[O:30])[C:12]2[C:7](=[CH:8][CH:9]=[C:10]([CH3:31])[CH:11]=2)[N:6]=1)[CH2:2][CH2:3][CH3:4]. Procedure details: A solution of the product of step C (1.0 eq.) is added trimethylstannylazide (3 eq.) in toluene (3 mL) and heated to reflux for 36 h. The mixture is cooled to rt, concentrated and then can be purified by flash chromatography on SiO2 to give the titled compound. The reactants are C(CCCCCCC(=O)O)CCCCCCO (ω-hydroxy myristic acid), α,ω-tetradecanoic acid, C(C(O)C(C(=O)[O-])CC(=O)[O-])(=O)[O-] (isocitrate), ( DP428 ). The product is C(CCCCCCCCCCCCC)(=O)OC (Methyl Myristate). RXN SMILES: [CH2:1]([CH2:11][CH2:12][CH2:13][CH2:14][CH2:15][CH2:16]O)[CH2:2][CH2:3][CH2:4][CH2:5][CH2:6][CH2:7][C:8]([OH:10])=[O:9].[C:18]([O-])(=O)C(C(CC([O-])=O)C([O-])=O)O>>[C:8]([O:10][CH3:18])(=[O:9])[CH2:7][CH2:6][CH2:5][CH2:4][CH2:3][CH2:2][CH2:1][CH2:11][CH2:12][CH2:13][CH2:14][CH2:15][CH3:16]. Procedure details: We compared the production of ω-hydroxy myristic acid and α,ω-tetradecanoic acid by a Candida tropicalis strain lacking CYP52A13, CYP52A14, CYP52A17, CYP52A18, FAO1, FAO1B, FAO2A, FAO2B, CYP52A12, CYP52A12B, ADH-A4, ADH-A4B, ADH-B4, ADH-B4B, ADH-A10 and ADH-B11 and with CYP52A17 added back under control of the isocitrate lyase promoter (DP428). Reactants: COC(C1=CC2=C(C=C1[N+](=O)[O-])OCCO2)=O (6-nitro-3,4-ethylenedioxybenzoic acid methyl ester). Reagents/catalysts: [Pd] (palladium on charcoal). The solvent is C(C)(=O)O (acetic acid). Yields the product COC(C1=CC2=C(C=C1N)OCCO2)=O (6-amino-3,4-ethylenedioxybenzoic acid methyl ester). RXN SMILES: [CH3:1][O:2][C:3](=[O:17])[C:4]1[C:9]([N+:10]([O-])=O)=[CH:8][C:7]2[O:13][CH2:14][CH2:15][O:16][C:6]=2[CH:5]=1>[Pd].C(O)(=O)C>[CH3:1][O:2][C:3](=[O:17])[C:4]1[C:9]([NH2:10])=[CH:8][C:7]2[O:13][CH2:14][CH2:15][O:16][C:6]=2[CH:5]=1. Procedure: A mixture of 6.0 g. of 6-nitro-3,4-ethylenedioxybenzoic acid methyl ester, 150 mg. of 5% palladium on charcoal and 20 mls. of glacial acetic acid is hydrogenated under an initial hydrogen pressure of 30-40 p.s.i. and without external heating. After four hours the reaction mixture is filtered diluted with 80 ml. of ice water, stirred up one half hour and the resulting precipitate filtered off, water washed and dried to obtain 6-amino-3,4-ethylenedioxybenzoic acid methyl ester, m.p. 73°-77° C. Reactants: [N+](=O)([O-])C=1C=C(C(=O)Cl)C=CC1 (3-nitrobenzoyl chloride), O (water), C=1(C(OC)=CC=CC1)OC (veratrole), [Cl-].[Al+3].[Cl-].[Cl-] (aluminum chloride). The solvent is C(Cl)Cl (methylene chloride), C(Cl)Cl (methylene chloride). Reaction conditions: time 72 hour. Product: COC=1C=C(C(=O)C2=CC(=CC=C2)[N+](=O)[O-])C=CC1OC (3,4-Dimethoxy-3'-nitrobenzophenone). Yield: 38.5%. RXN SMILES: [C:1]1([O:9][CH3:10])[C:2](=[CH:5][CH:6]=[CH:7][CH:8]=1)[O:3][CH3:4].[Cl-].[Al+3].[Cl-].[Cl-].[N+:15]([C:18]1[CH:19]=[C:20]([CH:24]=[CH:25][CH:26]=1)[C:21](Cl)=[O:22])([O-:17])=[O:16].O>C(Cl)Cl>[CH3:4][O:3][C:2]1[CH:5]=[C:6]([CH:7]=[CH:8][C:1]=1[O:9][CH3:10])[C:21]([C:20]1[CH:24]=[CH:25][CH:26]=[C:18]([N+:15]([O-:17])=[O:16])[CH:19]=1)=[O:22] |f:1.2.3.4|. Procedure details: To a stirred ice bath cooled solution of veratrole (2.55 mL, 20 mmol) in methylene chloride (30 mL) under nitrogen was added aluminum chloride (2.93 g, 22 mmol). A slight exotherm resulted. To the resulting mixture was added 3-nitrobenzoyl chloride (3.8 g, 20 mmol) in 30 mL of methylene chloride. The reaction was then allowed to warm to room temperature and followed by heating to refluxed. After 5 hours at reflux the reaction mixture was allowed to cool to room temperature and stirred for 72 hou... Starting materials: BrC1=[SiH]C=2C(C3=CC(=CC=C3C2C=C1)Br)(C)C (2,7-dibromo-9,9-dimethyl silafluorene), BrBr.O (Br2 H2O), C(CC#N)#N (malononitrile), [H-].[Na+] (sodium hydride). Reagents/catalysts: Cl[Pd]([P](C1=CC=CC=C1)(C2=CC=CC=C2)C3=CC=CC=C3)([P](C4=CC=CC=C4)(C5=CC=CC=C5)C6=CC=CC=C6)Cl (PdCl2(PPh3)2). The solvent is O (water), COCCOC (ethylene glycol dimethyl ether). Run at time 20 minute. Product: [SiH]1=CC=CC=2C3=CC=CC=C3CC12 (Silafluorene). Reaction SMILES: C(#N)CC#N.[H-].[Na+].Br[C:9]1[CH:21]=[CH:20][C:19]2[C:18]3[C:13](=[CH:14][C:15](Br)=[CH:16][CH:17]=3)[C:12](C)(C)[C:11]=2[SiH:10]=1.BrBr.O>COCCOC.Cl[Pd](Cl)([P](C1C=CC=CC=1)(C1C=CC=CC=1)C1C=CC=CC=1)[P](C1C=CC=CC=1)(C1C=CC=CC=1)C1C=CC=CC=1.O>[SiH:10]1[C:11]2[CH2:12][C:13]3[C:18](=[CH:17][CH:16]=[CH:15][CH:14]=3)[C:19]=2[CH:20]=[CH:21][CH:9]=1 |f:1.2,4.5,^1:36,55|. Procedure: in ice bath, 3.14 g of malononitrile was added to the suspension of 2.45 g of sodium hydride (60% in oil solution) in 50 mL of ethylene glycol dimethyl ether, then the mixture was warmed to room temperature, stirred for 20 minutes and 3.68 g of 2,7-dibromo-9,9-dimethyl silafluorene and 0.54 g of PdCl2(PPh3)2 were added. The mixture was heated to 120° C. for 12 hours, cooled to 0° C., and saturated Br2/H2O solution was added. A water was added, and the resulting mixture was vacuum filtered, washe...